From a dataset of the Open Reaction Database (ORD), a public repository of structured organic reaction records. describe an organic reaction: reactants, conditions, products, and yield Reactants: benzyloxycarbonyl-L-pyroglutamic acid N-hydroxysuccinimide ester, Cl.C(C1=CC=CC=C1)OC([C@H]1N(CCC1)C([C@H]1N(CCC1)C([C@@H](N)C)=O)=O)=O (L-alanyl-L-prolyl-L-proline benzylester hydrochloride), C(C)(=O)OCC (ethyl acetate). The solvent is CN(C=O)C (dimethylformamide), C(C)N(CC)CC (triethylamine), C(C)N(CC)CC (triethylamine). Conditions: time 2 day. Product: N1[C@@H](CCC1=O)C(=O)N[C@@H](C)C(=O)N1[C@H](C(=O)N2[C@H](C(=O)O)CCC2)CCC1 (L-pyroglutamyl-L-alanyl-L-prolyl-L-proline). RXN SMILES: Cl.C([O:9][C:10](=[O:28])[C@@H:11]1[CH2:15][CH2:14][CH2:13][N:12]1[C:16](=[O:27])[C@@H:17]1[CH2:21][CH2:20][CH2:19][N:18]1[C:22](=[O:26])[C@H:23]([CH3:25])[NH2:24])C1C=CC=CC=1.C([O:32][CH2:33][CH3:34])(=O)C>CN(C)C=O.C(N(CC)CC)C>[NH:18]1[C:22](=[O:26])[CH2:23][CH2:25][C@H:34]1[C:33]([NH:24][C@H:23]([C:22]([N:18]1[CH2:19][CH2:20][CH2:21][C@H:17]1[C:16]([N:12]1[CH2:13][CH2:14][CH2:15][C@H:11]1[C:10]([OH:9])=[O:28])=[O:27])=[O:26])[CH3:25])=[O:32] |f:0.1|. Reported procedure: L-alanyl-L-prolyl-L-proline benzylester hydrochloride (2.46 g, 6 m mole) was dissolved in dimethylformamide (10 ml, and triethylamine (0.84 ml, 6m mole) was added thereto under cooling to neutralize it and then benzyloxycarbonyl-L-pyroglutamic acid N-hydroxysuccinimide ester (2.38 g, 6.6 m mole) was added thereto. The mixture was stirred for 2 days while the solution had been adjusted to a pH of about 7 with triethylamine and then ethyl acetate (150 ml) was added thereto. The solution was washed... Starting materials: BrC=1C=CC2=C(NC(O2)=O)C1 (5-bromobenzo[d]oxazol-2(3H)-one), ClS(=O)(=O)O (chlorosulfonic acid). The solvent is C(Cl)Cl (DCM). Reaction conditions: time 18 hour. The product is BrC=1C(=CC2=C(NC(O2)=O)C1)S(=O)(=O)Cl (5-Bromo-2-oxo-2,3-dihydrobenzo[d]oxazole-6-sulfonyl chloride). Reaction SMILES: [Br:1][C:2]1[CH:3]=[CH:4][C:5]2[O:9][C:8](=[O:10])[NH:7][C:6]=2[CH:11]=1.[Cl:12][S:13](O)(=[O:15])=[O:14]>C(Cl)Cl>[Br:1][C:2]1[C:3]([S:13]([Cl:12])(=[O:15])=[O:14])=[CH:4][C:5]2[O:9][C:8](=[O:10])[NH:7][C:6]=2[CH:11]=1. Procedure details: To a mixture of commercially-available 5-bromobenzo[d]oxazol-2(3H)-one (35-1, 500 mg, 2.336 mmol) in DCM (23 mLl) at RT was added chlorosulfonic acid (1565 μl, 23.36 mmol). The mixture became a solution that was stirred at RT. After 18 h, The solution was cooled to 0° C. and carefully quenched with ice chips and then partitioned between water (15 mL) and EtOAc (150 mL). The aqueous layer was extracted with 3×30 mL DCM. The combined organics were dried over Na2SO4, filtered, concentrated to give ...